This data is from the Open Reaction Database (ORD), a public repository of structured organic reaction records. The task is: describe an organic reaction: reactants, conditions, products, and yield Conditions: temperature 70 celsius. Run in CO (methanol), O (water). Reactants: COC1=CC(=CC=2N1C(=CN2)C=2C=C(SC2)C(=O)OC)C2=CC=CC=C2 (methyl 4-(5-methoxy-7-phenylimidazo[1,2-a]pyridin-3-yl)thiophene-2-carboxylate), aqueous solution, [OH-].[Na+] (sodium hydroxide), solution, Cl (hydrochloric acid). Procedure details: To a solution of methyl 4-(5-methoxy-7-phenylimidazo[1,2-a]pyridin-3-yl)thiophene-2-carboxylate (94 mg, 0.26 mmol) in methanol (10 ml) and water (0.5 ml) was added a 5M aqueous solution of sodium hydroxide (0.50 ml, 2.5 mmol). The reaction mixture was heated to 70° C. After 1 h the reaction mixture was cooled and quenched with a 1N solution of hydrochloric acid (2.5 ml, 2.5 mmol), and then partially concentrated to precipitate yellow solids. The solids were washed with water and dried under vacu... The product is COC1=CC(=CC=2N1C(=CN2)C=2C=C(SC2)C(=O)O)C2=CC=CC=C2 (4-(5-methoxy-7-phenylimidazo[1,2-a]pyridin-3-yl)thiophene-2-carboxylic acid). RXN SMILES: [CH3:1][O:2][C:3]1[N:8]2[C:9]([C:12]3[CH:13]=[C:14]([C:17]([O:19]C)=[O:18])[S:15][CH:16]=3)=[CH:10][N:11]=[C:7]2[CH:6]=[C:5]([C:21]2[CH:26]=[CH:25][CH:24]=[CH:23][CH:22]=2)[CH:4]=1.[OH-].[Na+].Cl>CO.O>[CH3:1][O:2][C:3]1[N:8]2[C:9]([C:12]3[CH:13]=[C:14]([C:17]([OH:19])=[O:18])[S:15][CH:16]=3)=[CH:10][N:11]=[C:7]2[CH:6]=[C:5]([C:21]2[CH:26]=[CH:25][CH:24]=[CH:23][CH:22]=2)[CH:4]=1 |f:1.2|. The reactants are ClC1=C(N(C=2C=NNC(C21)=O)COCC[Si](C)(C)C)C2=CC(=C(C=C2)OC(F)F)OC2CC2 (3-chloro-2-(3-cyclopropoxy-4-difluoromethoxyphenyl)-1-(2-trimethylsilylethoxymethyl)-1,5-dihydropyrrolo[2,3-d]pyridazin-4-one), Cl (hydrogen chloride). The solvent is O1CCOCC1 (1,4-dioxane). Reaction conditions: temperature 40 celsius, time 28 hour. Product: ClC1=C(NC=2C=NNC(C21)=O)C2=CC(=C(C=C2)OC(F)F)OC2CC2 (3-Chloro-2-(3-cyclopropoxy-4-difluoromethoxyphenyl)-1,5-dihydropyrrolo[2,3-d]pyridazin-4-one). Yield: 77.1%. Reaction SMILES: [Cl:1][C:2]1[C:10]2[C:9](=[O:11])[NH:8][N:7]=[CH:6][C:5]=2[N:4](COCC[Si](C)(C)C)[C:3]=1[C:20]1[CH:25]=[CH:24][C:23]([O:26][CH:27]([F:29])[F:28])=[C:22]([O:30][CH:31]2[CH2:33][CH2:32]2)[CH:21]=1.Cl>O1CCOCC1>[Cl:1][C:2]1[C:10]2[C:9](=[O:11])[NH:8][N:7]=[CH:6][C:5]=2[NH:4][C:3]=1[C:20]1[CH:25]=[CH:24][C:23]([O:26][CH:27]([F:29])[F:28])=[C:22]([O:30][CH:31]2[CH2:32][CH2:33]2)[CH:21]=1. Procedure details: To 311 mg (0.624 mmol) of 3-chloro-2-(3-cyclopropoxy-4-difluoromethoxyphenyl)-1-(2-trimethylsilylethoxymethyl)-1,5-dihydropyrrolo[2,3-d]pyridazin-4-one obtained in Example 2-(a) was added 15 ml of 1,4-dioxane solution containing 4N hydrogen chloride, and the mixture was stirred at 40° C. for 28 hours. After completion of the reaction, the reaction suspension was cooled by allowing to stand, and precipitated solid was collected by filtration and washed with diisopropyl ether. To the obtained soli... Starting materials: CC[SiH](CC)CC, CCOC(=O)C=Cc1ccc(C(OC(C)=O)c2c(C)c(OC)c(OC)c(OC)c2OC)cc1, ClCCl, C[Si](C)(C)OS(=O)(=O)C(F)(F)F. Yields the product CCOC(=O)C=Cc1ccc(Cc2c(C)c(OC)c(OC)c(OC)c2OC)cc1. As a reaction SMILES: [CH2:1]([SiH:2]([CH2:3][CH3:4])[CH2:5][CH3:6])[CH3:7].[CH2:20]([CH3:21])[O:22][C:23]([CH:24]=[CH:25][c:26]1[cH:27][cH:28][c:29]([CH:32]([c:33]2[c:34]([O:46][CH3:47])[c:35]([O:44][CH3:45])[c:36]([O:42][CH3:43])[c:37]([O:40][CH3:41])[c:38]2[CH3:39])[O:48][C:49](=[O:50])[CH3:51])[cH:30][cH:31]1)=[O:52].[CH2:53]([Cl:54])[Cl:55].[F:8][C:9]([F:10])([F:11])[S:12]([O:13][Si:14]([CH3:15])([CH3:16])[CH3:17])(=[O:18])=[O:19]>>[CH2:20]([CH3:21])[O:22][C:23]([CH:24]=[CH:25][c:26]1[cH:27][cH:28][c:29]([CH2:32][c:33]2[c:34]([O:46][CH3:47])[c:35]([O:44][CH3:45])[c:36]([O:42][CH3:43])[c:37]([O:40][CH3:41])[c:38]2[CH3:39])[cH:30][cH:31]1)=[O:52]. Starting materials: ClC1=C(C=NC2=CC=NC=C12)C(=O)OCC (ethyl 4-chloro-1,6-naphthyridine-3-carboxylate), C1(=CC=CC=C1)NN (phenylhydrazine). Solvent: CO (methanol). Yields the product Cl.C1(=CC=CC=C1)N1N=C2C(=CNC=3C=CN=CC23)C1=O (2-phenyl-pyrazolo[4,3-c][1,6]-naphthyridin-3(5H)-one hydrochloride). RXN SMILES: [Cl:1][C:2]1[C:11]2[C:6](=[CH:7][CH:8]=[N:9][CH:10]=2)[N:5]=[CH:4][C:3]=1[C:12]([O:14]CC)=O.[C:17]1([NH:23][NH2:24])[CH:22]=[CH:21][CH:20]=[CH:19][CH:18]=1>CO>[ClH:1].[C:17]1([N:23]2[C:12](=[O:14])[C:3]3=[CH:4][NH:5][C:6]4[CH:7]=[CH:8][N:9]=[CH:10][C:11]=4[C:2]3=[N:24]2)[CH:22]=[CH:21][CH:20]=[CH:19][CH:18]=1 |f:3.4|. Reported procedure: A solution of 2.60 g of ethyl 4-chloro-1,6-naphthyridine-3-carboxylate and 1.25 g of phenylhydrazine in 32 ml of methanol is stirred at 22° for 18 hours, then refluxed for 3 hours. The resultant slurry is allowed to cool down to room temperature and filtered, obtaining 2-phenyl-pyrazolo[4,3-c][1,6]-naphthyridin-3(5H)-one hydrochloride, mp 310°; IR (KBr) 750, 756, 777, 802, 843 cm-1. This hydrochloride salt is dissolved in 1N sodium hydroxide and filtered. Ammonium chloride (10 g) is added to the... Procedure: {2-amino-N-[(1-diphenylmethylpiperidin-4-yl)methyl]benzamide and n-hexylamine}: yield 56.9%; mp 168°-169° C. (EtOH); 1H NMR (DMSO-d6)ppm: 0.86 (3H, t), 125-1.83 (15H, m), 2.79 (2H, d), 3.01 (2H, dd), 3.17 (2H, t), 4.26 (1H, s), 6.91 (1H, t), 7.13-7.40 (12H, m), 7.57 (1H, d), 8.21 (1H, d), 8.57 (1H, t), 9.95 (1H, s). Yield: 56.9%. Reactants: NC1=C(C(=O)NCC2CCN(CC2)C(C2=CC=CC=C2)C2=CC=CC=C2)C=CC=C1 (2-amino-N-[(1-diphenylmethylpiperidin-4-yl)methyl]benzamide), C(CCCCC)N (n-hexylamine), CCO (EtOH). The product is C(CCCCC)NC(NC1=C(C(=O)NCC2CCN(CC2)C(C2=CC=CC=C2)C2=CC=CC=C2)C=CC=C1)=O (2-(N'-n-Hexylureido)-N-[(1-diphenylmethylpiperidin-4-yl)methyl]benzamide). As a reaction SMILES: [NH2:1][C:2]1[CH:30]=[CH:29][CH:28]=[CH:27][C:3]=1[C:4]([NH:6][CH2:7][CH:8]1[CH2:13][CH2:12][N:11]([CH:14]([C:21]2[CH:26]=[CH:25][CH:24]=[CH:23][CH:22]=2)[C:15]2[CH:20]=[CH:19][CH:18]=[CH:17][CH:16]=2)[CH2:10][CH2:9]1)=[O:5].[CH2:31]([NH2:37])[CH2:32][CH2:33][CH2:34][CH2:35][CH3:36].C[CH2:39][OH:40]>>[CH2:31]([NH:37][C:39](=[O:40])[NH:1][C:2]1[CH:30]=[CH:29][CH:28]=[CH:27][C:3]=1[C:4]([NH:6][CH2:7][CH:8]1[CH2:9][CH2:10][N:11]([CH:14]([C:21]2[CH:26]=[CH:25][CH:24]=[CH:23][CH:22]=2)[C:15]2[CH:16]=[CH:17][CH:18]=[CH:19][CH:20]=2)[CH2:12][CH2:13]1)=[O:5])[CH2:32][CH2:33][CH2:34][CH2:35][CH3:36]. Reactants: O=C1C(CC2=CC=CC=C12)C(C1=CC=C(C=C1)OC)=O (1-oxo-2-(4-methoxybenzoyl)indane), S(O)(O)(=O)=O (sulfuric acid), C1(=CC=CC=C1)[Mg]Br (phenylmagnesium bromide). Solvent: CCOCC (ether), C1=CC=CC=C1 (benzene). The product is COC1=CC=C(C(=O)C=2CC3=CC=CC=C3C2C2=CC=CC=C2)C=C1 (2-(4-Methoxybenzoyl)-3-Phenylindene). Yield: 57.0%. As a reaction SMILES: O=[C:2]1[C:10]2[C:5](=[CH:6][CH:7]=[CH:8][CH:9]=2)[CH2:4][CH:3]1[C:11](=[O:20])[C:12]1[CH:17]=[CH:16][C:15]([O:18][CH3:19])=[CH:14][CH:13]=1.[C:21]1([Mg]Br)[CH:26]=[CH:25][CH:24]=[CH:23][CH:22]=1.S(=O)(=O)(O)O>CCOCC.C1C=CC=CC=1>[CH3:19][O:18][C:15]1[CH:14]=[CH:13][C:12]([C:11]([C:3]2[CH2:4][C:5]3[C:10]([C:2]=2[C:21]2[CH:26]=[CH:25][CH:24]=[CH:23][CH:22]=2)=[CH:9][CH:8]=[CH:7][CH:6]=3)=[O:20])=[CH:17][CH:16]=1. Procedure details: A slurry of 13.25 g (50 mmol) of 1-oxo-2-(4-methoxybenzoyl)indane in a mixture of 300 mL of ether and 300 mL of benzene was prepared. To the slurry was added 35.66 g (197 mmol) of phenylmagnesium bromide. The resulting mixture was heated to reflux for sixteen hours and poured into a mixture of ice and sulfuric acid. The mixture was allowed to separate and the organic layer was removed. The organic extract was washed with a bicarbonate solution, dried over sodium sulfate, filtered, and concentrat...